This data is from the Open Reaction Database (ORD), a public repository of structured organic reaction records. The task is: describe an organic reaction: reactants, conditions, products, and yield The reactants are C(C1=CC=CC=C1)OC=1C=CC2=C(C(=C(O2)C(=O)C2CCCCC2)C)C1 ([5-(Benzyloxy)-3-methyl-1-benzofuran-2-yl](cyclohexyl)methanone), C(C1=CC=CC=C1)OC=1C=CC2=C(C(=C(O2)C(=O)C2CCCCC2)C)C1 ([5-(benzyloxy)-3-methyl-1-benzofuran-2-yl](cyclohexyl)methanone). Run in C(C)O (ethanol), O1CCCC1 (tetrahydrofuran). Conditions: temperature 60 celsius, time 3 hour. Product: C1(CCCCC1)C(=O)C=1OC2=C(C1C)C=C(C=C2)O (cyclohexyl(5-hydroxy-3-methyl-1-benzofuran-2-yl)methanone). The yield is 96.1%. As a reaction SMILES: C([O:8][C:9]1[CH:10]=[CH:11][C:12]2[O:16][C:15]([C:17]([CH:19]3[CH2:24][CH2:23][CH2:22][CH2:21][CH2:20]3)=[O:18])=[C:14]([CH3:25])[C:13]=2[CH:26]=1)C1C=CC=CC=1>C(O)C.O1CCCC1>[CH:19]1([C:17]([C:15]2[O:16][C:12]3[CH:11]=[CH:10][C:9]([OH:8])=[CH:26][C:13]=3[C:14]=2[CH3:25])=[O:18])[CH2:20][CH2:21][CH2:22][CH2:23][CH2:24]1. Procedure details: [5-(Benzyloxy)-3-methyl-1-benzofuran-2-yl](cyclohexyl)methanone (7.3 g) synthesized in the above-mentioned (2) was dissolved in a ethanol (150 mL) and tetrahydrofuran (30 mL), and palladium carbon-ethylenediamine complex (1.0 g) was added at room temperature. The reaction mixture was stirred at 60° C. for 3 hr under hydrogen atmosphere (1 atm), allowed to cool to room temperature, and the catalyst was filtered. The filtrate was concentrated under reduced pressure to give a crude product (5.2 g, ...